This data is from the Open Reaction Database (ORD), a public repository of structured organic reaction records. The task is: describe an organic reaction: reactants, conditions, products, and yield The reactants are CC(C)(C)OC(=O)Nc1cc(C(F)(F)F)c(Cl)cc1NC(=O)CC(=O)c1cccc(-c2cncnc2)c1, ClCCl, O=C(O)C(F)(F)F. The product is O=C1CC(c2cccc(-c3cncnc3)c2)=Nc2cc(C(F)(F)F)c(Cl)cc2N1. As a reaction SMILES: [C:1]([O:2][C:3](=[O:4])[NH:7][c:8]1[c:9]([NH:19][C:20]([CH2:21][C:22](=[O:5])[c:23]2[cH:24][c:25](-[c:29]3[cH:30][n:31][cH:32][n:33][cH:34]3)[cH:26][cH:27][cH:28]2)=[O:36])[cH:10][c:11]([Cl:18])[c:12]([C:14]([F:15])([F:16])[F:17])[cH:13]1)([CH3:6])([CH3:35])[CH3:37].[Cl:45][CH2:46][Cl:47].[F:38][C:39]([F:40])([F:41])[C:42]([OH:43])=[O:44]>>[N:7]1=[C:22]([c:23]2[cH:24][c:25](-[c:29]3[cH:30][n:31][cH:32][n:33][cH:34]3)[cH:26][cH:27][cH:28]2)[CH2:21][C:20](=[O:36])[NH:19][c:9]2[c:8]1[cH:13][c:12]([C:14]([F:15])([F:16])[F:17])[c:11]([Cl:18])[cH:10]2. RXN SMILES: [C:1]([C:5]1[CH:6]=[C:7]([CH:11]=[C:12]([C:14]([O:16][CH3:17])=[O:15])[CH:13]=1)[C:8](O)=[O:9])([CH3:4])([CH3:3])[CH3:2].S(Cl)([Cl:20])=O>CN(C=O)C.C1(C)C=CC=CC=1>[C:1]([C:5]1[CH:13]=[C:12]([CH:11]=[C:7]([C:8]([Cl:20])=[O:9])[CH:6]=1)[C:14]([O:16][CH3:17])=[O:15])([CH3:4])([CH3:3])[CH3:2]. The product is C(C)(C)(C)C=1C=C(C(=O)OC)C=C(C1)C(=O)Cl (methyl 3-tert-butyl-5-(chlorocarbonyl)benzoate), solid. Run in C1(=CC=CC=C1)C (toluene). Starting materials: C(C)(C)(C)C=1C=C(C(=O)O)C=C(C1)C(=O)OC (3-tert-butyl-5-(methoxycarbonyl)benzoic acid), S(=O)(Cl)Cl (thionyl chloride). Reagents/catalysts: CN(C)C=O (DMF). Procedure details: A mixture of 3-tert-butyl-5-(methoxycarbonyl)benzoic acid (9.18 g, 38.9 mmol, prepared by the method of Carter et. al., WO2005021500A1), thionyl chloride (75 mL) and 1 drop of DMF in toluene (200 mL) was heated at reflux for 2 h, cooled and concentrated. The residue was azeotroped with toluene (3×50 mL) and dried under high vacuum to give the title compound as an off-white waxy solid (9.9 g, quantitative yield). Product: OCCCCCC1C(CCC1)=O.C(C)(=O)OCCCCCC1C(CCC1)=O (2-(5-hydroxypentyl)cyclopentanone 2-(5-acetoxypentyl)-cyclopentanone). Solvent: O (water). Reaction SMILES: CC([O:4][CH2:5][C:6]1[C:19]2[C:14](=[CH:15][CH:16]=[CH:17][CH:18]=2)[C:13]([CH2:20][O:21][C:22]([CH3:24])=[O:23])=C2C=1C=CC=C2)=O.Cl>O>[OH:21][CH2:20][CH2:13][CH2:14][CH2:15][CH2:16][CH:17]1[CH2:18][CH2:19][CH2:6][C:5]1=[O:4].[C:22]([O:21][CH2:20][CH2:13][CH2:14][CH2:15][CH2:16][CH:17]1[CH2:18][CH2:19][CH2:6][C:5]1=[O:4])(=[O:23])[CH3:24] |f:3.4|. Procedure details: A mixture of 4,500 g. (16.2 moles) of 2-(5-acetoxypentyl)-2-carbomethoxy/carboethoxy-cyclopentanone (Example 54), 2.2 l. of glacial acetic, 1 l. of concentrated hydrochloric acid, and 1 l. of water is refluxed for 18 hours, cooled, and partitioned between saturated brine and benzene. The organic phase is washed with saturated brine, dried (MgSO4), and evaporated in vacuo to yield 3155 g. of an oil. The reactants are 2-(5-acetoxypentyl)-2-carbomethoxy carboethoxy-cyclopentanone, CC(=O)OCC1=C2C=CC=CC2=C(C3=CC=CC=C31)COC(=O)C (acetic), Cl (hydrochloric acid). Starting materials: O=C([O-])[O-], CC(C)CCBr, [Cu], [K+], [K+], CN(C)C=O, CCOC(=O)CCc1ccc(O)c(-c2cc(CCC(=O)OCC)ccc2O)c1. Yields the product CCOC(=O)CCc1ccc(O)c(-c2cc(CCC(=O)OCC)ccc2OCCC(C)C)c1. As a reaction SMILES: [C:35](=[O:36])([O-:37])[O-:38].[CH2:29]([CH2:30][CH:31]([CH3:32])[CH3:33])[Br:34].[Cu:41].[K+:39].[K+:40].[O:42]=[CH:43][N:44]([CH3:45])[CH3:46].[OH:1][c:2]1[c:3](-[c:15]2[c:16]([OH:28])[cH:17][cH:18][c:19]([CH2:21][CH2:22][C:23](=[O:24])[O:25][CH2:26][CH3:27])[cH:20]2)[cH:4][c:5]([CH2:8][CH2:9][C:10](=[O:11])[O:12][CH2:13][CH3:14])[cH:6][cH:7]1>>[O:1]([c:2]1[c:3](-[c:15]2[c:16]([OH:28])[cH:17][cH:18][c:19]([CH2:21][CH2:22][C:23](=[O:24])[O:25][CH2:26][CH3:27])[cH:20]2)[cH:4][c:5]([CH2:8][CH2:9][C:10](=[O:11])[O:12][CH2:13][CH3:14])[cH:6][cH:7]1)[CH2:29][CH2:30][CH:31]([CH3:32])[CH3:33].